This data is from the Open Reaction Database (ORD), a public repository of structured organic reaction records. The task is: describe an organic reaction: reactants, conditions, products, and yield Reaction conditions: time 30 minute. Reactants: N(=C=O)C1=CC=CC2=CC=C(C=C12)OC (1-isocyanato-7-methoxynaphthalene), CN(N)C (1,1-dimethylhydrazine). Yields the product COC1=CC=C2C=CC=C(C2=C1)NC(=O)NN(C)C (N-(7-methoxy-1-naphthalenyl)-2,2-dimethylhydrazinecarboxamide). Reported procedure: A solution of crude title compound of Step C (5.8 g) in toluene (85 mL) was cooled to 0° C. under N2. While stirring the reaction solution, 1,1-dimethylhydrazine (2.5 mL) was added and the mixture was allowed to warm to room temperature. After stirring for 30 min at room temperature, a precipitate formed. Filtration afforded 5.1 g of the title compound of Step D as a white solid melting at 152-153° C. 1H NMR (CDCl3): δ 8.48 (br s,1H), 7.89 (d,1H), 7.77 (m,1H), 7.58 (d,1H), 7.34 (t,1H), 7.17 (m,2... RXN SMILES: [N:1]([C:4]1[C:13]2[C:8](=[CH:9][CH:10]=[C:11]([O:14][CH3:15])[CH:12]=2)[CH:7]=[CH:6][CH:5]=1)=[C:2]=[O:3].[CH3:16][N:17]([CH3:19])[NH2:18]>C1(C)C=CC=CC=1>[CH3:15][O:14][C:11]1[CH:12]=[C:13]2[C:8]([CH:7]=[CH:6][CH:5]=[C:4]2[NH:1][C:2]([NH:18][N:17]([CH3:19])[CH3:16])=[O:3])=[CH:9][CH:10]=1. Solvent: C1(=CC=CC=C1)C (toluene). The reactants are CN1CCN(CC1)C1=CC=C(C=N1)N (6-(4-methylpiperazin-1-yl)-pyridin-3-ylamine), CC1=C(C(=CC=C1)C)C1=CC=C(C=2N=CC=NC12)C(=O)O (8-(2,6-dimethyl-phenyl)-quinoxaline-5-carboxylic acid). Conditions: time 20 hour. Yields the product CN1CCN(CC1)C1=CC=C(C=N1)NC(=O)C=1C=2N=CC=NC2C(=CC1)C1=C(C=CC=C1C)C (8-(2,6-Dimethyl-phenyl)-quinoxaline-5-carboxylic acid [6-(4-methyl-piperazin-1-yl)-pyridin-3-yl]-amide). As a reaction SMILES: [CH3:1][N:2]1[CH2:7][CH2:6][N:5]([C:8]2[N:13]=[CH:12][C:11]([NH2:14])=[CH:10][CH:9]=2)[CH2:4][CH2:3]1.[CH3:15][C:16]1[CH:21]=[CH:20][CH:19]=[C:18]([CH3:22])[C:17]=1[C:23]1[C:32]2[N:31]=[CH:30][CH:29]=[N:28][C:27]=2[C:26]([C:33](O)=[O:34])=[CH:25][CH:24]=1>>[CH3:1][N:2]1[CH2:7][CH2:6][N:5]([C:8]2[N:13]=[CH:12][C:11]([NH:14][C:33]([C:26]3[C:27]4[N:28]=[CH:29][CH:30]=[N:31][C:32]=4[C:23]([C:17]4[C:18]([CH3:22])=[CH:19][CH:20]=[CH:21][C:16]=4[CH3:15])=[CH:24][CH:25]=3)=[O:34])=[CH:10][CH:9]=2)[CH2:4][CH2:3]1. Procedure details: The title compound was prepared in analogy to the procedure described in Step 14.1 but stirring the reaction mixture for 20 h at rt, using 6-(4-methylpiperazin-1-yl)-pyridin-3-ylamine (prepared as described in Example 33 but using N-methyl-piperazine in Step 33.2) and 8-(2,6-dimethyl-phenyl)-quinoxaline-5-carboxylic acid (Example 71). Title compound: ESI-MS: 453.1 [M+H]+; tR=3.55 min (System 1). Starting materials: C=CCOC(=O)COc1c(C(=O)OCC)sc(-c2cccc(NC3CCN(S(=O)(=O)Cc4ccccc4)CC3)c2)c1Br, C1COCCN1, C1CCOC1, c1ccc(P(c2ccccc2)(c2ccccc2)[Pd](P(c2ccccc2)(c2ccccc2)c2ccccc2)(P(c2ccccc2)(c2ccccc2)c2ccccc2)P(c2ccccc2)(c2ccccc2)c2ccccc2)cc1. The product is CCOC(=O)c1sc(-c2cccc(NC3CCN(S(=O)(=O)Cc4ccccc4)CC3)c2)c(Br)c1OCC(=O)O. As a reaction SMILES: [CH2:1]([CH3:2])[O:3][C:4](=[O:5])[c:6]1[s:7][c:8](-[c:20]2[cH:21][c:22]([NH:26][CH:27]3[CH2:28][CH2:29][N:30]([S:33](=[O:34])(=[O:35])[CH2:36][c:37]4[cH:38][cH:39][cH:40][cH:41][cH:42]4)[CH2:31][CH2:32]3)[cH:23][cH:24][cH:25]2)[c:9]([Br:19])[c:10]1[O:11][CH2:12][C:13](=[O:14])[O:15][CH2:16][CH:17]=[CH2:18].[CH2:43]1[NH:44][CH2:45][CH2:46][O:47][CH2:48]1.[CH2:49]1[O:50][CH2:51][CH2:52][CH2:53]1.[cH:54]1[cH:55][cH:56][c:57]([P:58]([Pd:59]([P:60]([c:61]2[cH:62][cH:63][cH:64][cH:65][cH:66]2)([c:67]2[cH:68][cH:69][cH:70][cH:71][cH:72]2)[c:73]2[cH:74][cH:75][cH:76][cH:77][cH:78]2)([P:79]([c:80]2[cH:81][cH:82][cH:83][cH:84][cH:85]2)([c:86]2[cH:87][cH:88][cH:89][cH:90][cH:91]2)[c:92]2[cH:93][cH:94][cH:95][cH:96][cH:97]2)[P:98]([c:99]2[cH:100][cH:101][cH:102][cH:103][cH:104]2)([c:105]2[cH:106][cH:107][cH:108][cH:109][cH:110]2)[c:111]2[cH:112][cH:113][cH:114][cH:115][cH:116]2)([c:117]2[cH:118][cH:119][cH:120][cH:121][cH:122]2)[c:123]2[cH:124][cH:125][cH:126][cH:127][cH:128]2)[cH:129][cH:130]1>>[CH2:1]([CH3:2])[O:3][C:4](=[O:5])[c:6]1[s:7][c:8](-[c:20]2[cH:21][c:22]([NH:26][CH:27]3[CH2:28][CH2:29][N:30]([S:33](=[O:34])(=[O:35])[CH2:36][c:37]4[cH:38][cH:39][cH:40][cH:41][cH:42]4)[CH2:31][CH2:32]3)[cH:23][cH:24][cH:25]2)[c:9]([Br:19])[c:10]1[O:11][CH2:12][C:13](=[O:14])[OH:15].